From a dataset of the Open Reaction Database (ORD), a public repository of structured organic reaction records. describe an organic reaction: reactants, conditions, products, and yield Product: Clc1ccc(SCCCCCCCBr)cc1. Starting materials: BrCCCCCCCBr, O=C([O-])[O-], CN(C)C=O, Sc1ccc(Cl)cc1, [K+], [K+]. Reaction SMILES: [Br:1][CH2:2][CH2:3][CH2:4][CH2:5][CH2:6][CH2:7][CH2:8][Br:9].[C:10](=[O:11])([O-:12])[O-:13].[CH3:24][N:25]([CH3:26])[CH:27]=[O:28].[Cl:16][c:17]1[cH:18][cH:19][c:20]([SH:23])[cH:21][cH:22]1.[K+:14].[K+:15]>>[CH2:2]([CH2:3][CH2:4][CH2:5][CH2:6][CH2:7][CH2:8][Br:9])[S:23][c:20]1[cH:19][cH:18][c:17]([Cl:16])[cH:22][cH:21]1. Reactants: ClC=1C=CC2=C(NC(CC3=C2N=C(N=C3)NC=3C=C(C(=O)O)C=CC3)=O)C1 (3-(9-chloro-6-oxo-6,7-dihydro-5H-benzo[b]pyrimido[4,5-d]azepin-2-ylamino)-benzoic acid), NCCCCNC(OC(C)(C)C)=O (tert-butyl 4-aminobutylcarbamate), C(C)(C)(C)OC(NCCCCNC(C1=CC(=CC=C1)NC=1N=CC2=C(C3=C(NC(C2)=O)C=C(C=C3)Cl)N1)=O)=O ({4-[3-(9-chloro-6-oxo-6,7-dihydro-5H-benzo[b]pyrimido[4,5-d]azepin-2-ylamino)-benzoylamino]-butyl}-carbamic acid tert-butyl ester). Yields the product NCCCCNC(C1=CC(=CC=C1)NC=1N=CC2=C(C3=C(NC(C2)=O)C=C(C=C3)Cl)N1)=O (N-(4-Amino-butyl)-3-(9-chloro-6-oxo-6,7-dihydro-5H-benzo[b]pyrimido[4,5-d]azepin-2-ylamino)-benzamide). As a reaction SMILES: ClC1C=CC2C3N=C(NC4C=C(C=CC=4)C(O)=O)N=CC=3CC(=O)NC=2C=1.NCCCCNC(=O)OC(C)(C)C.C(OC(=O)[NH:47][CH2:48][CH2:49][CH2:50][CH2:51][NH:52][C:53](=[O:78])[C:54]1[CH:59]=[CH:58][CH:57]=[C:56]([NH:60][C:61]2[N:62]=[CH:63][C:64]3[CH2:70][C:69](=[O:71])[NH:68][C:67]4[CH:72]=[C:73]([Cl:76])[CH:74]=[CH:75][C:66]=4[C:65]=3[N:77]=2)[CH:55]=1)(C)(C)C>>[NH2:47][CH2:48][CH2:49][CH2:50][CH2:51][NH:52][C:53](=[O:78])[C:54]1[CH:59]=[CH:58][CH:57]=[C:56]([NH:60][C:61]2[N:62]=[CH:63][C:64]3[CH2:70][C:69](=[O:71])[NH:68][C:67]4[CH:72]=[C:73]([Cl:76])[CH:74]=[CH:75][C:66]=4[C:65]=3[N:77]=2)[CH:55]=1. Procedure details: In a manner similar to Method N, 3-(9-chloro-6-oxo-6,7-dihydro-5H-benzo[b]pyrimido[4,5-d]azepin-2-ylamino)-benzoic acid (I-62-a) and tert-butyl 4-aminobutylcarbamate were converted to {4-[3-(9-chloro-6-oxo-6,7-dihydro-5H-benzo[b]pyrimido[4,5-d]azepin-2-ylamino)-benzoylamino]-butyl}-carbamic acid tert-butyl ester. Subsequent deprotection (Method K) and purification by C-18 RP LC-MS chromatography afforded I-64 (10%): HRMS Calcd. for C11H23ClN6O2: 451.1649, Found 451.1668.